This data is from the Open Reaction Database (ORD), a public repository of structured organic reaction records. The task is: describe an organic reaction: reactants, conditions, products, and yield Reactants: C(CCCCCCCCCCCCCCC)NC1=CC=C(CCC(=O)O)C=C1 (4-hexadecylaminohydrocinnamic acid), C(Cl)Cl (methylene chloride), Cl (hydrogen chloride). Solvent: COCCOC (1,2-dimethoxyethane). The product is Cl.C(CCCCCCCCCCCCCCC)NC1=CC=C(CCC(=O)Cl)C=C1 (4-(hexadecylamino)hydrocinnamoyl chloride hydrochloride). RXN SMILES: [CH2:1]([NH:17][C:18]1[CH:28]=[CH:27][C:21]([CH2:22][CH2:23][C:24](O)=[O:25])=[CH:20][CH:19]=1)[CH2:2][CH2:3][CH2:4][CH2:5][CH2:6][CH2:7][CH2:8][CH2:9][CH2:10][CH2:11][CH2:12][CH2:13][CH2:14][CH2:15][CH3:16].C(Cl)[Cl:30].[ClH:32]>COCCOC>[ClH:30].[CH2:1]([NH:17][C:18]1[CH:19]=[CH:20][C:21]([CH2:22][CH2:23][C:24]([Cl:32])=[O:25])=[CH:27][CH:28]=1)[CH2:2][CH2:3][CH2:4][CH2:5][CH2:6][CH2:7][CH2:8][CH2:9][CH2:10][CH2:11][CH2:12][CH2:13][CH2:14][CH2:15][CH3:16] |f:4.5|. Reported procedure: A solution of 37.6 g. of 4-hexadecylaminohydrocinnamic acid, prepared as described in Example 4, in 1200 ml. of methylene chloride and 300 ml. of 1,2-dimethoxyethane is stirred under reflux while hydrogen chloride gas is bubbled in for 1 hour. The mixture is then treated with 65.5 g. of thionyl chloride and stirred under reflux for another 1 hour. The dark solution is evaporated in vacuo to yield 4-(hexadecylamino)hydrocinnamoyl chloride hydrochloride. Starting materials: Cl.Cl.NCC(=O)C=1N=CNC1N (2-amino-1-(5-amino-1H-imidazol-4-yl)ethanone dihydrochloride), C(OCC)(OCC)OCC (triethyl orthoformate). Run in C(C)O (ethanol). Yields the product Cl.N1=CNC=2N=CNCC(C21)=O (6,7-Dihydroimidazo[4,5-d][1,3]diazepin-8(3H)-one monohydrochloride). As a reaction SMILES: [ClH:1].Cl.[NH2:3][CH2:4][C:5]([C:7]1[N:8]=[CH:9][NH:10][C:11]=1[NH2:12])=[O:6].[CH:13](OCC)(OCC)OCC>C(O)C>[ClH:1].[N:8]1[C:7]2[C:5](=[O:6])[CH2:4][NH:3][CH:13]=[N:12][C:11]=2[NH:10][CH:9]=1 |f:0.1.2,5.6|. Procedure details: A mixture of 285 mg. of 2-amino-1-(5-amino-1H-imidazol-4-yl)ethanone dihydrochloride (Example 1), 200 ml. of absolute ethanol and 10 ml. of triethyl orthoformate is stirred and heated at reflux for 1 hour, then cooled and evaporated at reduced pressure. The residue of 6,7-dihydroimidazo[4,5-d][1,3]diazepin-8(3H)-one monohydrochloride, which crystallizes on standing, is collected by filtration, washed with ethanol, then with ether, and dried at reduced pressure; m.p. above 250° C. dec.